From a dataset of the Open Reaction Database (ORD), a public repository of structured organic reaction records. describe an organic reaction: reactants, conditions, products, and yield Reactants: C(C(C)(C)C)(=O)OC[C@H](C=1C(=C2C=CC(=NC2=CC1C)N1CCOCC1)C1=CC=C(C=C1)Cl)OC(C)(C)C ((S)-2-tert-butoxy-2-(5-(4-chlorophenyl)-7-methyl-2-morpholinoquinolin-6-yl)ethyl pivalate), [OH-].[Na+] (sodium hydroxide). The solvent is O (water), C1CCOC1.CO (THF MeOH). Run at temperature 50 celsius. Product: C(C)(C)(C)O[C@H](CO)C=1C(=C2C=CC(=NC2=CC1C)N1CCOCC1)C1=CC=C(C=C1)Cl ((S)-2-tert-butoxy-2-(5-(4-chlorophenyl)-7-methyl-2-morpholinoquinolin-6-yl)ethanol). Yield: 79.0%. As a reaction SMILES: C([O:7][CH2:8][C@@H:9]([O:34][C:35]([CH3:38])([CH3:37])[CH3:36])[C:10]1[C:11]([C:27]2[CH:32]=[CH:31][C:30]([Cl:33])=[CH:29][CH:28]=2)=[C:12]2[C:17](=[CH:18][C:19]=1[CH3:20])[N:16]=[C:15]([N:21]1[CH2:26][CH2:25][O:24][CH2:23][CH2:22]1)[CH:14]=[CH:13]2)(=O)C(C)(C)C.[OH-].[Na+]>C1COCC1.CO.O>[C:35]([O:34][C@@H:9]([C:10]1[C:11]([C:27]2[CH:28]=[CH:29][C:30]([Cl:33])=[CH:31][CH:32]=2)=[C:12]2[C:17](=[CH:18][C:19]=1[CH3:20])[N:16]=[C:15]([N:21]1[CH2:26][CH2:25][O:24][CH2:23][CH2:22]1)[CH:14]=[CH:13]2)[CH2:8][OH:7])([CH3:38])([CH3:36])[CH3:37] |f:1.2,3.4|. Reported procedure: To the solution of (S)-2-tert-butoxy-2-(5-(4-chlorophenyl)-7-methyl-2-morpholinoquinolin-6-yl)ethyl pivalate (15 mg) in THF/MeOH (1 mL/1 mL) was added sodium hydroxide solution (1.0 N, 1 mL). The mixture was heated at 50° C. for 16 hours and was diluted with water. The aqueous was extracted with ethyl acetate, and the organic phase was washed with brine, and dried over sodium sulfate. Concentration under reduced pressure gave (S)-2-tert-butoxy-2-(5-(4-chlorophenyl)-7-methyl-2-morpholinoquinolin-...